describe an organic reaction: reactants, conditions, products, and yield From a dataset of the Open Reaction Database (ORD), a public repository of structured organic reaction records. The reactants are CN(C(C(N1N=C(C(=C1)C)C1=CC=CC=C1)C)=O)C (N,N,α,4-tetramethyl-3-phenylpyrazole-1-acetamide), C(C)I (ethyl iodide). Yields the product CN(C(=O)C1(CC1)N1N=C(C=C1)C1=CC=CC=C1)C (N,N-dimethyl-1-(3-phenylpyrazol-1-yl)cyclopropanecarboxamide). RXN SMILES: [CH3:1][N:2]([CH3:19])[C:3](=[O:18])[CH:4]([CH3:17])[N:5]1[CH:9]=[C:8](C)[C:7]([C:11]2[CH:16]=[CH:15][CH:14]=[CH:13][CH:12]=2)=[N:6]1.[CH2:20](I)C>>[CH3:19][N:2]([CH3:1])[C:3]([C:4]1([N:5]2[CH:9]=[CH:8][C:7]([C:11]3[CH:12]=[CH:13][CH:14]=[CH:15][CH:16]=3)=[N:6]2)[CH2:17][CH2:20]1)=[O:18]. Procedure: Following the procedure of Example 95, but substituting α-(2-chloroethyl)-N,N-dimethyl-3-phenylpyrazole-1-acetamide for N,N,α,4-tetramethyl-3-phenylpyrazole-1-acetamide and without addition of ethyl iodide there was obtained N,N-dimethyl-1-(3-phenylpyrazol-1-yl)cyclopropanecarboxamide having a melting point of 96°-99° C. Product: Nc1nc(CN2CCN(C(=O)CCS(=O)(=O)c3ccc4cc(Cl)ccc4c3)CC2)cs1. Starting materials: O=C([O-])[O-], CC#N, O=C(CCS(=O)(=O)c1ccc2cc(Cl)ccc2c1)N1CCNCC1, Nc1nc(CCl)cs1, Cl, [K+], [K+]. Reaction SMILES: [C:34](=[O:35])([O-:36])[O-:37].[CH3:40][C:41]#[N:42].[Cl:1][c:2]1[cH:3][c:4]2[cH:5][cH:6][c:7]([S:12](=[O:13])(=[O:14])[CH2:15][CH2:16][C:17](=[O:18])[N:19]3[CH2:20][CH2:21][NH:22][CH2:23][CH2:24]3)[cH:8][c:9]2[cH:10][cH:11]1.[Cl:26][CH2:27][c:28]1[n:29][c:30]([NH2:33])[s:31][cH:32]1.[ClH:25].[K+:38].[K+:39]>>[Cl:1][c:2]1[cH:3][c:4]2[cH:5][cH:6][c:7]([S:12](=[O:13])(=[O:14])[CH2:15][CH2:16][C:17](=[O:18])[N:19]3[CH2:20][CH2:21][N:22]([CH2:27][c:28]4[n:29][c:30]([NH2:33])[s:31][cH:32]4)[CH2:23][CH2:24]3)[cH:8][c:9]2[cH:10][cH:11]1.